Task: describe an organic reaction: reactants, conditions, products, and yield. Dataset: the Open Reaction Database (ORD), a public repository of structured organic reaction records Reactants: C(C)(=O)OCC#CCOC1=CC=CC=C1 (4-phenoxy-2-butynyl acetate), intermediate, C(C(=O)Cl)(=O)Cl (oxalyl chloride), 5-L, ClS(=O)(=O)O (Chlorosulfonic acid), C(C(=O)Cl)(=O)Cl (Oxalyl chloride), sulfonic acid. Run in ClCCl (dichloromethane), ClCCl (dichloromethane), ClCCl (dichloromethane). Reaction conditions: temperature -7.5 celsius, time 1 hour. The product is C(C)(=O)OCC#CCOC1=CC=C(C=C1)S(=O)(=O)Cl (4-[4-(Chlorosulfonyl)PHENOXY]-2-Butynyl Acetate). RXN SMILES: [C:1]([O:4][CH2:5][C:6]#[C:7][CH2:8][O:9][C:10]1[CH:15]=[CH:14][CH:13]=[CH:12][CH:11]=1)(=[O:3])[CH3:2].[Cl:16][S:17](O)(=[O:19])=[O:18].C(Cl)(=O)C(Cl)=O>ClCCl>[C:1]([O:4][CH2:5][C:6]#[C:7][CH2:8][O:9][C:10]1[CH:11]=[CH:12][C:13]([S:17]([Cl:16])(=[O:19])=[O:18])=[CH:14][CH:15]=1)(=[O:3])[CH3:2]. Reported procedure: A 22-L reactor was equipped with a thermometer, a water condenser, a cooling bath/heating mantle, and an addition funnel, and dichloromethane (11 L) was charged. A solution of 4-phenoxy-2-butynyl acetate in dichloromethane (2.04 kg, 10 mol) was charged to the reactor, followed by 2 L of dichloromethane and the solution was cooled −5 to −10° C. Chlorosulfonic acid (0.73 L, 1.28 kg, 11 mol) was added slowly via an addition funnel maintaining temperature between −5 and 0° C. After the addition was ... Starting materials: [BH4-].[Na+] (sodium borohydride), CO (methanol), [BH4-].[Na+] (sodium borohydride), C(C)(C)(C)C1=CC=C(C=C1)C=1C=CC=C2CC(C(C12)=O)CC1CCCCC1 (7-(4′-tert-Butyl-phenyl)-2-cyclohexylmethyl-indan-1-one), CO (methanol), S(O)(O)(=O)=O (sulphuric acid). The solvent is O (water), C1(=CC=CC=C1)C (toluene). Conditions: temperature 50 celsius, time 3 hour. The product is C(C)(C)(C)C1=CC=C(C=C1)C1=C2C=C(CC2=CC=C1)CC1CCCCC1 (4-(4-tert-Butyl-phenyl)-2-cyclohexylmethyl-1H-indene). Isolated yield 85.3%. Reaction SMILES: [C:1]([C:5]1[CH:10]=[CH:9][C:8]([C:11]2[CH:12]=[CH:13][CH:14]=[C:15]3[C:19]=2[C:18](=O)[CH:17]([CH2:21][CH:22]2[CH2:27][CH2:26][CH2:25][CH2:24][CH2:23]2)[CH2:16]3)=[CH:7][CH:6]=1)([CH3:4])([CH3:3])[CH3:2].[BH4-].[Na+].CO.S(=O)(=O)(O)O>C1(C)C=CC=CC=1.O>[C:1]([C:5]1[CH:10]=[CH:9][C:8]([C:11]2[CH:12]=[CH:13][CH:14]=[C:15]3[C:19]=2[CH:18]=[C:17]([CH2:21][CH:22]2[CH2:23][CH2:24][CH2:25][CH2:26][CH2:27]2)[CH2:16]3)=[CH:7][CH:6]=1)([CH3:4])([CH3:2])[CH3:3] |f:1.2|. Procedure details: 82.3 g (229 mmole) 7-(4′-tert-Butyl-phenyl)-2-cyclohexylmethyl-indan-1-one were dissolved in 292 ml toluene in a 1 l-roundbottom flask equipped with a reflux condenser. 9.5 g (1.1 eq.) sodium borohydride were added. Then 40 ml (4.3 eq.) methanol were added at 50° C. and the mixture was stirred for 3 h at 50° C. An additional 1 g of sodium borohydride and 5 ml methanol were added and the mixture was stirred another 2 h at 50° C. 2M sulphuric acid was added until the gas evolution ceased. After ad... Starting materials: Cl (HCl), [Cl-].NC1=CC=C(NC(=O)C=2C=C(NC3=CC=[N+](C=C3)C)C=CC2)C=C1 (4-{3-[(4-aminoanilino)carbonyl]anilino}-1-methylpyridinium chloride), ClC1=CC=NC2=CC=CC=C12 (4-Chloroquinoline), O (H2O). The solvent is CCOC(=O)C (EtOAc), CO (MeOH), CCCCO (n-BuOH), CCO (EtOH). The product is [Cl-].[Cl-].CN1C(C=[CH2+]C=C1)NC=1C=C(C(=O)NC2=CC=C(NC3=CC=[NH+]C4=CC=CC=C34)C=C2)C=CC1 (4-[4-({3-[(1-Methyl-4-pyridiniumyl)amino]benzoyl}amino)anilino] quinolinium dichloride). RXN SMILES: [Cl-:1].[NH2:2][C:3]1[CH:25]=[CH:24][C:6]([NH:7][C:8]([C:10]2[CH:11]=[C:12]([CH:21]=[CH:22][CH:23]=2)[NH:13][C:14]2[CH:19]=[CH:18][N+](C)=CC=2)=[O:9])=[CH:5][CH:4]=1.O.[Cl:27][C:28]1[C:37]2[C:32](=[CH:33][CH:34]=[CH:35][CH:36]=2)[N:31]=[CH:30][CH:29]=1.Cl>CCO.CCOC(C)=O.CO.CCCCO>[Cl-:27].[Cl-:1].[CH3:8][N:7]1[CH:6]=[CH:5][CH2+:18]=[CH:19][CH:14]1[NH:13][C:12]1[CH:11]=[C:10]([CH:23]=[CH:22][CH:21]=1)[C:8]([NH:7][C:6]1[CH:5]=[CH:4][C:3]([NH:2][C:28]2[C:37]3[C:32](=[CH:33][CH:34]=[CH:35][CH:36]=3)[NH+:31]=[CH:30][CH:29]=2)=[CH:25][CH:24]=1)=[O:9] |f:0.1,9.10.11|. Procedure: Compound C6 (100 mg, 0.28 mmol) was dissolved in EtOH (10 mL) and H2O (5 mL) by heating. 4-Chloroquinoline (60 mg, 0.36 mmol) and 3 drops of c.HCl were added, and the mixture refluxed for 18 h (until TLC with the top phase of 5:4:1 mixture of n-BuOH:H2O:CH3CO2H showed complete consumption of starting amine). The reaction mixture was then diluted with EtOAc, boiled for a few minutes and then allowed to cool to room temperature. The resulting precipitate was filtered and crystallized from MeOH/EtO... Reactants: O=C([O-])O, Cc1ccsc1C=CC(=O)O, CCN=C=NCCCN(C)C, CC1(c2cccc(NS(C)(=O)=O)c2)C2CNCC21, CN(C)C=O, Cl, Cl, [Na+], O, On1nnc2ccccc21. Yields the product Cc1ccsc1C=CC(=O)N1CC2C(C1)C2(C)c1cccc(NS(C)(=O)=O)c1. Reaction SMILES: [C:54](=[O:55])([O-:56])[OH:57].[CH3:1][c:2]1[c:3]([CH:7]=[CH:8][C:9](=[O:10])[OH:11])[s:4][cH:5][cH:6]1.[CH3:24][N:25]([CH3:26])[CH2:27][CH2:28][CH2:29][N:30]=[C:31]=[N:32][CH2:33][CH3:34].[CH3:36][C:37]1([c:43]2[cH:44][c:45]([NH:49][S:50](=[O:51])(=[O:52])[CH3:53])[cH:46][cH:47][cH:48]2)[CH:38]2[CH2:39][NH:40][CH2:41][CH:42]12.[CH3:59][N:60]([CH3:61])[CH:62]=[O:63].[ClH:23].[ClH:35].[Na+:58].[OH2:12].[OH:13][n:14]1[c:15]2[cH:16][cH:17][cH:18][cH:19][c:20]2[n:21][n:22]1>>[CH3:1][c:2]1[c:3]([CH:7]=[CH:8][C:9](=[O:11])[N:40]2[CH2:39][CH:38]3[C:37]([CH3:36])([c:43]4[cH:44][c:45]([NH:49][S:50](=[O:51])(=[O:52])[CH3:53])[cH:46][cH:47][cH:48]4)[CH:42]3[CH2:41]2)[s:4][cH:5][cH:6]1. The reactants are NC(CCO)C(=O)O (DL-homoserine), C[Si](C)(C)Cl (Trimethylsilyl chloride). Solvent: CO (methanol). Reaction conditions: time 14 hour. Yields the product Cl.COC(C(CCO)N)=O (2-Amino-4-hydroxybutyric acid methyl ester hydrochloride). As a reaction SMILES: [NH2:1][CH:2]([C:6]([OH:8])=[O:7])[CH2:3][CH2:4][OH:5].[CH3:9][Si]([Cl:13])(C)C>CO>[ClH:13].[CH3:9][O:7][C:6](=[O:8])[CH:2]([NH2:1])[CH2:3][CH2:4][OH:5] |f:3.4|. Reported procedure: A suspension of DL-homoserine (1.00 g, 8.39 mmol) in methanol (40 mL) was placed in an ice bath. Trimethylsilyl chloride (2.34 mL, 18.5 mmol) was added dropwise via syringe. The reaction mixture gradually became homogenous and was further stirred at rt for 14 h, concentrated by rotary evaporation, and further dried under high vacuum. The crude oil thus obtained was used for the next step without further purification. 1H NMR (300 MHz, CD3OD) δ 2.00-2.24 (m, 2H), 3.70-3.80 (m, 2H), 3.85 (s, 3H), 4... Reactants: CN(C)c1ccc(C2SCC(C(=O)OC(C)(C)C)N2C(=O)CNC(=O)Nc2cccc(C(=O)OCC[Si](C)(C)C)c2)cc1, CCCC[N+](CCCC)(CCCC)CCCC, [F-]. The product is CN(C)c1ccc(C2SCC(C(=O)OC(C)(C)C)N2C(=O)CNC(=O)Nc2cccc(C(=O)O)c2)cc1. Reaction SMILES: [C:1]([CH3:2])([CH3:3])([CH3:4])[O:5][C:6](=[O:7])[CH:8]1[N:9]([C:22]([CH2:23][NH:24][C:25]([NH:26][c:27]2[cH:28][c:29]([C:30](=[O:31])[O:32][CH2:33][CH2:34][Si:35]([CH3:36])([CH3:37])[CH3:38])[cH:39][cH:40][cH:41]2)=[O:42])=[O:43])[CH:10]([c:13]2[cH:14][cH:15][c:16]([N:19]([CH3:20])[CH3:21])[cH:17][cH:18]2)[S:11][CH2:12]1.[CH3:45][CH2:46][CH2:47][CH2:48][N+:49]([CH2:50][CH2:51][CH2:52][CH3:53])([CH2:54][CH2:55][CH2:56][CH3:57])[CH2:58][CH2:59][CH2:60][CH3:61].[F-:44]>>[C:1]([CH3:2])([CH3:3])([CH3:4])[O:5][C:6](=[O:7])[CH:8]1[N:9]([C:22]([CH2:23][NH:24][C:25]([NH:26][c:27]2[cH:28][c:29]([C:30](=[O:31])[OH:32])[cH:39][cH:40][cH:41]2)=[O:42])=[O:43])[CH:10]([c:13]2[cH:14][cH:15][c:16]([N:19]([CH3:20])[CH3:21])[cH:17][cH:18]2)[S:11][CH2:12]1.